This data is from the Open Reaction Database (ORD), a public repository of structured organic reaction records. The task is: describe an organic reaction: reactants, conditions, products, and yield The reactants are O=C([O-])[O-], CCO, CC(C)N1CCN(c2nc3ccc(C#N)cc3s2)CC1, Cl, [K+], [K+], NO, O. The product is CC(C)N1CCN(c2nc3ccc(C(=N)NO)cc3s2)CC1. Reaction SMILES: [C:25](=[O:26])([O-:27])[O-:28].[CH3:31][CH2:32][OH:33].[CH:1]([CH3:2])([CH3:3])[N:4]1[CH2:5][CH2:6][N:7]([c:10]2[s:11][c:12]3[c:13]([n:14]2)[cH:15][cH:16][c:17]([C:19]#[N:20])[cH:18]3)[CH2:8][CH2:9]1.[ClH:21].[K+:29].[K+:30].[NH2:22][OH:23].[OH2:24]>>[CH:1]([CH3:2])([CH3:3])[N:4]1[CH2:5][CH2:6][N:7]([c:10]2[s:11][c:12]3[c:13]([n:14]2)[cH:15][cH:16][c:17]([C:19](=[NH:20])[NH:22][OH:23])[cH:18]3)[CH2:8][CH2:9]1. Reactants: amides, C(C)(C)(C)OC(=O)N1C2CC2CC[C@@H]1C(=O)O ((3R)-2-(tert-butoxycarbonyl)-2-azabicyclo[4.1.0]heptane-3-carboxylic acid), Cl.NC1(CC1)C1=CC=C(C(=O)OC)C=C1 (methyl 4-(1-aminocyclopropyl)benzoate hydrochloride). Product: COC(=O)C1=CC=C(C=C1)C1(CC1)NC(=O)[C@@H]1N(C2CC2CC1)C(=O)OC(C)(C)C ((3R)-tert-butyl 3-((1-(4-(methoxycarbonyl)phenyl)cyclopropyl)carbamoyl)-2-azabicyclo[4.1.0]heptane-2-carboxylate). Isolated yield 16.3%. As a reaction SMILES: [C:1]([O:5][C:6]([N:8]1[C@@H:14]([C:15]([OH:17])=O)[CH2:13][CH2:12][CH:11]2[CH:9]1[CH2:10]2)=[O:7])([CH3:4])([CH3:3])[CH3:2].Cl.[NH2:19][C:20]1([C:23]2[CH:32]=[CH:31][C:26]([C:27]([O:29][CH3:30])=[O:28])=[CH:25][CH:24]=2)[CH2:22][CH2:21]1>>[CH3:30][O:29][C:27]([C:26]1[CH:31]=[CH:32][C:23]([C:20]2([NH:19][C:15]([C@H:14]3[CH2:13][CH2:12][CH:11]4[CH:9]([CH2:10]4)[N:8]3[C:6]([O:5][C:1]([CH3:2])([CH3:3])[CH3:4])=[O:7])=[O:17])[CH2:21][CH2:22]2)=[CH:24][CH:25]=1)=[O:28] |f:1.2|. Reported procedure: The title compound (D70) (28 mg) was prepared according to the general procedure for amides preparation (Method C) starting from (3R)-2-(tert-butoxycarbonyl)-2-azabicyclo[4.1.0]heptane-3-carboxylic acid (D22) (100 mg) and methyl 4-(1-aminocyclopropyl)benzoate hydrochloride (103 mg). Reaction time: 1 h Starting materials: COC(=O)C(=O)c1ccc(OCCOc2cccc3ccccc23)cc1, CO, [Na+], [OH-]. The product is O=C(O)C(=O)c1ccc(OCCOc2cccc3ccccc23)cc1. As a reaction SMILES: [CH3:1][O:2][C:3]([C:4]([c:5]1[cH:6][cH:7][c:8]([O:11][CH2:12][CH2:13][O:14][c:15]2[cH:16][cH:17][cH:18][c:19]3[cH:20][cH:21][cH:22][cH:23][c:24]23)[cH:9][cH:10]1)=[O:25])=[O:26].[CH3:27][OH:28].[Na+:30].[OH-:29]>>[O:2]=[C:3]([C:4]([c:5]1[cH:6][cH:7][c:8]([O:11][CH2:12][CH2:13][O:14][c:15]2[cH:16][cH:17][cH:18][c:19]3[cH:20][cH:21][cH:22][cH:23][c:24]23)[cH:9][cH:10]1)=[O:25])[OH:26]. Reactants: C(C)(C)OC[C@H]1OC(OC1)(C)C ((4R)-4-(isopropoxymethyl)-2,2-dimethyl-1,3-dioxolane), C(C)(C)OC[C@H]1OC(OC1)(C)C ((4R)-4-(isopropoxymethyl)-2,2-dimethyl-1,3-dioxolane), C(C)(=O)Cl (Acetyl chloride). Solvent: CO (MeOH), CO (MeOH). Conditions: time 5 minute. The product is C(C)(C)OC[C@H](CO)O ((2S)-3-isopropoxypropane-1,2-diol). Reaction SMILES: C(Cl)(=O)C.[CH:5]([O:8][CH2:9][C@@H:10]1[CH2:14][O:13]C(C)(C)[O:11]1)([CH3:7])[CH3:6]>CO>[CH:5]([O:8][CH2:9][C@@H:10]([OH:11])[CH2:14][OH:13])([CH3:7])[CH3:6]. Procedure: Acetyl chloride was added dropwise into a solution of MeOH (30 mL) at 0° C. with stirring for 5 min. A solution of (4R)-4-(isopropoxymethyl)-2,2-dimethyl-1,3-dioxolane (1.7 g) (the product from step (i), in MeOH (30 mL), was added dropwise to the reaction mixture. The solution was then warmed to room temperature and stirred for 2 h. The reaction mixture was evaporated to give the subtitle compound as clear oil, Yield: 0.8 g The reactants are C1CCC2=C(C=3CCCC3C=C12)C(C)=O (1-(1,2,3,5,6,7-Hexahydro-s-indacen-4-yl)-ethanone), C(C)O (ethanol). Run in N1=CC=CC=C1 (pyridine). The product is C1CCC2=C(C=3CCCC3C=C12)C(C)=[O+][O-] (1-(1,2,3,5,6,7-Hexahydro-s-indacen-4-yl)-ethanone oxide). Isolated yield 89.8%. Reaction SMILES: [CH2:1]1[C:12]2[C:4](=[C:5]([C:13](=[O:15])[CH3:14])[C:6]3[CH2:7][CH2:8][CH2:9][C:10]=3[CH:11]=2)[CH2:3][CH2:2]1.C([OH:18])C>N1C=CC=CC=1>[CH2:9]1[C:10]2[C:6](=[C:5]([C:13](=[O+:15][O-:18])[CH3:14])[C:4]3[CH2:3][CH2:2][CH2:1][C:12]=3[CH:11]=2)[CH2:7][CH2:8]1. Procedure: A mixture of 1-(1,2,3,5,6,7-Hexahydro-s-indacen-4-yl)-ethanone (33 grams), ethanol (250 mL) hydroxylamine hydrochloride (58.5 grams) and pyridine (80 mL) was heated to reflux for a period of 12 hours. The mixture was then cooled to room temperature and concentrated in vacuo. The residue was then treated with 500 mL of water and extracted with chloroform-methanol. The organic phase was dried over anhydrous sodium sulfate and concentrated in vacuo to afford 32 grams of the title compound as a mixt... Reactants: C1CCOC1, CC(C)[N-]C(C)C, [Li+], CC(C)(C)OC(=O)N1CC(=O)C1, O=C1CN(Cc2ccccc2)C(=O)CN1Cc1ccccc1. Product: CC(C)(C)OC(=O)N1CC(O)(C2C(=O)N(Cc3ccccc3)CC(=O)N2Cc2ccccc2)C1. As a reaction SMILES: [CH2:43]1[O:44][CH2:45][CH2:46][CH2:47]1.[CH:23]([N-:24][CH:25]([CH3:26])[CH3:27])([CH3:28])[CH3:29].[Li+:30].[O:31]=[C:32]1[CH2:33][N:34]([C:36](=[O:37])[O:38][C:39]([CH3:40])([CH3:41])[CH3:42])[CH2:35]1.[c:1]1([CH2:7][N:8]2[C:9](=[O:22])[CH2:10][N:11]([CH2:15][c:16]3[cH:17][cH:18][cH:19][cH:20][cH:21]3)[C:12](=[O:14])[CH2:13]2)[cH:2][cH:3][cH:4][cH:5][cH:6]1>>[c:1]1([CH2:7][N:8]2[C:9](=[O:22])[CH2:10][N:11]([CH2:15][c:16]3[cH:17][cH:18][cH:19][cH:20][cH:21]3)[C:12](=[O:14])[CH:13]2[C:32]2([OH:31])[CH2:33][N:34]([C:36](=[O:37])[O:38][C:39]([CH3:40])([CH3:41])[CH3:42])[CH2:35]2)[cH:2][cH:3][cH:4][cH:5][cH:6]1. Starting materials: C(C)(=O)NC(CC1=CC(=C(N(C2=C(C(=O)OC(C3=CC=CC=C3)C3=CC=CC=C3)C=CC=C2)C(C(=O)OC(C)(C)C)=O)C=C1)CC)C(NCCCCC(OCC[Si](C)(C)C)=O)=O (benzhydryl 2-{4-[2-(acetylamino)-3-oxo-3-({5-oxo-5-[2-(trimethylsilyl)ethoxy]pentyl}amino)propyl][tert-butoxy(oxo)acetyl]-2-ethylanilino}benzoate), [F-].C(CCC)[N+](CCCC)(CCCC)CCCC (tetrabutylammonium fluoride). Run in C1CCOC1 (THF), C(C)(=O)OCC (ethyl acetate). Yields the product C(C)(=O)NC(C(=O)NCCCCC(=O)O)CC1=CC(=C(C=C1)N(C1=C(C=CC=C1)C(=O)OC(C1=CC=CC=C1)C1=CC=CC=C1)C(C(=O)OC(C)(C)C)=O)CC (5-{[2-(acetylamino)-3-(4-{2-[(benzhydryloxy)carbonyl][tert-butoxy(oxo)acetyl]anilino}-3-ethylphenyl)propanoyl]amino}pentanoic acid). Yield: 97.4%. Reaction SMILES: [C:1]([NH:4][CH:5]([C:47](=[O:62])[NH:48][CH2:49][CH2:50][CH2:51][CH2:52][C:53](=[O:61])[O:54]CC[Si](C)(C)C)[CH2:6][C:7]1[CH:44]=[CH:43][C:10]([N:11]([C:34](=[O:42])[C:35]([O:37][C:38]([CH3:41])([CH3:40])[CH3:39])=[O:36])[C:12]2[CH:33]=[CH:32][CH:31]=[CH:30][C:13]=2[C:14]([O:16][CH:17]([C:24]2[CH:29]=[CH:28][CH:27]=[CH:26][CH:25]=2)[C:18]2[CH:23]=[CH:22][CH:21]=[CH:20][CH:19]=2)=[O:15])=[C:9]([CH2:45][CH3:46])[CH:8]=1)(=[O:3])[CH3:2].[F-].C([N+](CCCC)(CCCC)CCCC)CCC>C1COCC1.C(OCC)(=O)C>[C:1]([NH:4][CH:5]([CH2:6][C:7]1[CH:44]=[CH:43][C:10]([N:11]([C:34](=[O:42])[C:35]([O:37][C:38]([CH3:40])([CH3:39])[CH3:41])=[O:36])[C:12]2[CH:33]=[CH:32][CH:31]=[CH:30][C:13]=2[C:14]([O:16][CH:17]([C:18]2[CH:19]=[CH:20][CH:21]=[CH:22][CH:23]=2)[C:24]2[CH:29]=[CH:28][CH:27]=[CH:26][CH:25]=2)=[O:15])=[C:9]([CH2:45][CH3:46])[CH:8]=1)[C:47]([NH:48][CH2:49][CH2:50][CH2:51][CH2:52][C:53]([OH:61])=[O:54])=[O:62])(=[O:3])[CH3:2] |f:1.2|. Reported procedure: A solution of benzhydryl 2-{4-[2-(acetylamino)-3-oxo-3-({5-oxo-5-[2-(trimethylsilyl)ethoxy]pentyl}amino)propyl][tert-butoxy(oxo)acetyl]-2-ethylanilino}benzoate (356 mg, 0.41 mmol) and tetrabutylammonium fluoride-1M in THF (4 mL) was stirred at room temperature for 2 hours, diluted with ethyl acetate, washed with 1N HCl (3×25 mL), dried (MgSO4), filtered and concentrated under reduced pressure to provide the titled compound (305 mg). MS (APCI(+)) m/e 764 (M+H)+; 1H NMR (300 MHz, DMSO-d6) δ 8.31-7...